Dataset: the Open Reaction Database (ORD), a public repository of structured organic reaction records. Task: describe an organic reaction: reactants, conditions, products, and yield Starting materials: O=C(Cl)C1CC1, c1ccncc1, Cc1nccc(-c2ncc(N)nc2-c2ccco2)n1. Yields the product Cc1nccc(-c2ncc(NC(=O)C3CC3)nc2-c2ccco2)n1. Reaction SMILES: [CH:1]1([C:4](=[O:5])[Cl:6])[CH2:2][CH2:3]1.[cH:26]1[cH:27][cH:28][n:29][cH:30][cH:31]1.[o:7]1[c:8](-[c:12]2[c:13](-[c:19]3[n:20][c:21]([CH3:25])[n:22][cH:23][cH:24]3)[n:14][cH:15][c:16]([NH2:18])[n:17]2)[cH:9][cH:10][cH:11]1>>[CH:1]1([C:4](=[O:5])[NH:18][c:16]2[cH:15][n:14][c:13](-[c:19]3[n:20][c:21]([CH3:25])[n:22][cH:23][cH:24]3)[c:12](-[c:8]3[o:7][cH:11][cH:10][cH:9]3)[n:17]2)[CH2:2][CH2:3]1. Reaction SMILES: CSC.B.[F:5][C:6]1([F:25])[O:23][C:10]2([CH2:15][CH2:14][N:13]([C:16]([O:18][C:19]([CH3:22])([CH3:21])[CH3:20])=[O:17])[CH2:12][CH2:11]2)[CH2:9][NH:8][C:7]1=O.CN(C)CCN.O1[CH2:36][CH2:35][CH2:34][CH2:33]1>>[CH2:33]([N:8]1[CH2:7][C:6]([F:25])([F:5])[O:23][C:10]2([CH2:11][CH2:12][N:13]([C:16]([O:18][C:19]([CH3:22])([CH3:21])[CH3:20])=[O:17])[CH2:14][CH2:15]2)[CH2:9]1)[C:34]#[C:35][CH3:36] |f:0.1|. Yields the product C(C#CC)N1CC2(CCN(CC2)C(=O)OC(C)(C)C)OC(C1)(F)F (tert-butyl 8-but-2-ynyl-10,10-difluoro-11-oxa-3,8-diazaspiro[5.5]undecane-3-carboxylate). Conditions: temperature 55 celsius. The reactants are CSC.B (Borane dimethylsulfide), FC1(C(NCC2(CCN(CC2)C(=O)OC(C)(C)C)O1)=O)F (tert-butyl 10,10-difluoro-9-oxo-11-oxa-3,8-diazaspiro[5.5]undecane-3-carboxylate), O1CCCC1 (tetrahydrofuran), CN(CCN)C (N,N-dimethylethane-1,2-diamine). Reported procedure: Borane dimethylsulfide (36.3 μL, 0.408 mmol) was added dropwise to a solution of tert-butyl 10,10-difluoro-9-oxo-11-oxa-3,8-diazaspiro[5.5]undecane-3-carboxylate (125 mg, 0.408 mmol) in tetrahydrofuran (3 mL). The reaction mixture was heated at 55° C. for 2 h then cooled to room temperature. The mixture was quenched with the careful dropwise addition of methanol (˜2 mL). N,N-dimethylethane-1,2-diamine (33.3 μL, 0.313 mmol) was then added and the mixture heated at 70° C. for 40 min. The reaction ... Starting materials: BrC=1C(=C(C=C2C(CCOC12)C(=O)OCC)Cl)OC1=CC=C(C=C1)C(=O)OC(C)(C)C (ethyl 8-bromo-7-(4-(tert-butoxycarbonyl)phenoxy)-6-chlorochroman-4-carboxylate), FC(C(=O)O)(F)F (trifluoroacetic acid). The solvent is ClCCl (dichloromethane). Run at time 30 minute. Yields the product BrC=1C(=C(C=C2C(CCOC12)C(=O)OCC)Cl)OC1=CC=C(C(=O)O)C=C1 (4-(8-bromo-6-chloro-4-(ethoxycarbonyl)chroman-7-yloxy)benzoic acid). Yield: 99.0%. RXN SMILES: [Br:1][C:2]1[C:3]([O:18][C:19]2[CH:24]=[CH:23][C:22]([C:25]([O:27]C(C)(C)C)=[O:26])=[CH:21][CH:20]=2)=[C:4]([Cl:17])[CH:5]=[C:6]2[C:11]=1[O:10][CH2:9][CH2:8][CH:7]2[C:12]([O:14][CH2:15][CH3:16])=[O:13].FC(F)(F)C(O)=O>ClCCl>[Br:1][C:2]1[C:3]([O:18][C:19]2[CH:20]=[CH:21][C:22]([C:25]([OH:27])=[O:26])=[CH:23][CH:24]=2)=[C:4]([Cl:17])[CH:5]=[C:6]2[C:11]=1[O:10][CH2:9][CH2:8][CH:7]2[C:12]([O:14][CH2:15][CH3:16])=[O:13]. Reported procedure: To a stirred solution of ethyl 8-bromo-7-(4-(tert-butoxycarbonyl)phenoxy)-6-chlorochroman-4-carboxylate (0.26 g, 0.51 mmol) in dichloromethane (5 mL) at ambient temperature was added trifluoroacetic acid (5 mL). The resulting solution was stirred at ambient temperature for 30 minutes. The solution was concentrated and the residual glassy solid was redissolved in ethyl acetate (2 mL). Hexanes (10 mL) were added, and after mixing for a few minutes, the product solidified. The mixture was concentra... Starting materials: C(C)(C)(C)OC(=O)N[C@@H]1[C@@H](C[C@@H](CC1)C(=O)OC)NC(=O)C=1SC=2CN(CCC2N1)C ((1S,2R,4R)-N1-tert-Butoxycarbonyl-4-methoxycarbonyl-N2-[(5-methyl-4,5,6,7-tetrahydrothiazolo[5,4-c]pyridin-2-yl)carbonyl]-1,2-cyclohexanediamine), Cl (hydrochloric acid), ClC=1C=C2C=C(NC2=CC1)C(=O)O (5-chloroindole-2-carboxylic acid). Solvent: O1CCOCC1 (dioxane). The product is Cl.ClC=1C=C2C=C(NC2=CC1)C(=O)N[C@@H]1[C@@H](C[C@@H](CC1)C(=O)OC)NC(=O)C=1SC=2CN(CCC2N1)C ((1S,2R,4R)-N1-[(5-Chloroindol-2-yl)carbonyl]-4-methoxycarbonyl-N2-[(5-methyl-4,5,6,7-tetrahydrothiazolo[5,4-c]pyridin-2-yl)carbonyl]-1,2-cyclohexanediamine hydrochloride). Reaction SMILES: C(O[C:6]([NH:8][C@H:9]1[CH2:14][CH2:13][C@@H:12]([C:15]([O:17][CH3:18])=[O:16])[CH2:11][C@H:10]1[NH:19][C:20]([C:22]1[S:23][C:24]2[CH2:25][N:26]([CH3:31])[CH2:27][CH2:28][C:29]=2[N:30]=1)=[O:21])=[O:7])(C)(C)C.Cl.[Cl:33][C:34]1[CH:35]=[C:36]2[C:40](=[CH:41][CH:42]=1)[NH:39][C:38](C(O)=O)=[CH:37]2>O1CCOCC1>[ClH:33].[Cl:33][C:34]1[CH:35]=[C:36]2[C:40](=[CH:41][CH:42]=1)[NH:39][C:38]([C:6]([NH:8][C@H:9]1[CH2:14][CH2:13][C@@H:12]([C:15]([O:17][CH3:18])=[O:16])[CH2:11][C@H:10]1[NH:19][C:20]([C:22]1[S:23][C:24]3[CH2:25][N:26]([CH3:31])[CH2:27][CH2:28][C:29]=3[N:30]=1)=[O:21])=[O:7])=[CH:37]2 |f:4.5|. Reported procedure: (1S,2R,4R)-N1-tert-Butoxycarbonyl-4-methoxycarbonyl-N2-[(5-methyl-4,5,6,7-tetrahydrothiazolo[5,4-c]pyridin-2-yl)carbonyl]-1,2-cyclohexanediamine was treated with a 4N dioxane solution of hydrochloric acid and then condensed with 5-chloroindole-2-carboxylic acid in a similar manner to Example 118 to obtain the title compound. Reactants: CCOC(=O)C.CCCCCC (EtOAc hexane), COCOC1=CC=2C3C(C(OC2C=C1)C1=CC=C(C=C1)OCOC)CC(C3)OC(C)=O (Acetic acid 8-methoxymethoxy-4-(4-methoxymethoxy-phenyl)-1,2,3,3a,4,9b-hexahydro-cyclopenta[c]chromen-2-yl ester), CCOC(=O)C (EtOAc), Cl (HCl). Solvent: C1CCOC1 (THF). Product: OC1=CC=2[C@@H]3[C@H]([C@H](OC2C=C1)C1=CC=C(C=C1)O)C[C@@H](C3)OC(C)=O ((2R, 3aR, 4S, 9bS)-Acetic Acid 8-hydroxy-4-(4-hydroxy-phenyl)-1,2,3,3a,4,9b-hexahydro-cyclopenta[c]chromen-2-yl Ester). The yield is 33.3%. As a reaction SMILES: COC[O:4][C:5]1[CH:14]=[CH:13][C:12]2[O:11][CH:10]([C:15]3[CH:20]=[CH:19][C:18]([O:21]COC)=[CH:17][CH:16]=3)[CH:9]3[CH2:25][CH:26]([O:28][C:29](=[O:31])[CH3:30])[CH2:27][CH:8]3[C:7]=2[CH:6]=1.Cl.CCOC(C)=O.CCOC(C)=O.CCCCCC>C1COCC1>[OH:4][C:5]1[CH:14]=[CH:13][C:12]2[O:11][C@H:10]([C:15]3[CH:16]=[CH:17][C:18]([OH:21])=[CH:19][CH:20]=3)[C@@H:9]3[CH2:25][C@H:26]([O:28][C:29](=[O:31])[CH3:30])[CH2:27][C@@H:8]3[C:7]=2[CH:6]=1 |f:3.4|. Procedure: Dissolve acetate 42 (180 mg, 0.42 mmol) in THF (8 mL) and add 3M HCl (2 mL). Stir the reaction at room temperature overnight. Dilute the reaction with EtOAc and wash with saturated aqueous sodium bicarbonate and brine. Extract the aqueous solutions with EtOAc (1×). Combine, dry (Na2SO4), filter and concentrate the organic solutions in vacuo. Purify the product by flash chromatography (10 g SiO2, dry loading on 700 mg silica, 40 ml/min, 0-50% EtOAc/Hexane over 20 minutes and then 50% EtOAc/hexane... Conditions: time 8 hour. Starting materials: C[C@](C(=O)OCC)(CCN1N=CC(=C1)C1=CC=CC=C1)S(=O)(=O)C (ethyl (2R)-2-methyl-2-(methylsulfonyl)-4-(4-phenyl-1H-pyrazol-1-yl)butanoate), [Li+].[OH-] (LiOH), Cl (HCl). The yield is 76.2%. Procedure details: To a solution of ethyl (2R)-2-methyl-2-(methylsulfonyl)-4-(4-phenyl-1H-pyrazol-1-yl)butanoate (1.22 g, 3.48 mmol, 1 eq) in THF-H2O (15 mL:15 mL) was added LiOH (0.258 g, 10.4 mmol, 3 eq). The mixture was allowed to stir at RT overnight. The mixture was acidified with 1M HCl and extracted with EtOAc. The organic layers were combined, dried (MgSO4), filtered and concentrated to give (2R)-2-methyl-2-(methylsulfonyl)-4-(4-phenyl-1H-pyrazol-1-yl)butanoic acid (0.855 g, 76 yield). 1H NMR (400 MHz, DMS... Solvent: C1CCOC1.O (THF H2O). RXN SMILES: [CH3:1][C@@:2]([S:21]([CH3:24])(=[O:23])=[O:22])([CH2:8][CH2:9][N:10]1[CH:14]=[C:13]([C:15]2[CH:20]=[CH:19][CH:18]=[CH:17][CH:16]=2)[CH:12]=[N:11]1)[C:3]([O:5]CC)=[O:4].[Li+].[OH-].Cl>C1COCC1.O>[CH3:1][C@@:2]([S:21]([CH3:24])(=[O:22])=[O:23])([CH2:8][CH2:9][N:10]1[CH:14]=[C:13]([C:15]2[CH:20]=[CH:19][CH:18]=[CH:17][CH:16]=2)[CH:12]=[N:11]1)[C:3]([OH:5])=[O:4] |f:1.2,4.5|. Product: C[C@](C(=O)O)(CCN1N=CC(=C1)C1=CC=CC=C1)S(=O)(=O)C ((2R)-2-methyl-2-(methylsulfonyl)-4-(4-phenyl-1H-pyrazol-1-yl)butanoic acid). The reactants are C(CCC)[Li] (n-butyl lithium), C1CCOC1 (THF), BrC=1SC(=C(N1)Br)C=1C(=NN2C1N=C(C=C2C(CC)CC)C)C (3-(2,4-dibromo-thiazol-5-yl)-7-(1-ethyl-propyl)-2,5-dimethyl-pyrazolo[1,5-a]pyrimidine), C1CCOC1 (THF), C(=O)N1CCOCC1 (N-formyl morpholine). Run in CCOCC (ether). Run at time 30 minute. The product is BrC=1N=C(SC1C=1C(=NN2C1N=C(C=C2C(CC)CC)C)C)C=O (4-Bromo-5-[7-(1-ethyl-propyl)-2,5-dimethyl-pyrazolo[1,5-a]pyrimidin-3-yl]-thiazole-2-carbaldehyde). As a reaction SMILES: C([Li])CCC.C1C[O:9][CH2:8]C1.Br[C:12]1[S:13][C:14]([C:18]2[C:19]([CH3:33])=[N:20][N:21]3[C:26]([CH:27]([CH2:30][CH3:31])[CH2:28][CH3:29])=[CH:25][C:24]([CH3:32])=[N:23][C:22]=23)=[C:15]([Br:17])[N:16]=1.C(N1CCOCC1)=O>CCOCC>[Br:17][C:15]1[N:16]=[C:12]([CH:8]=[O:9])[S:13][C:14]=1[C:18]1[C:19]([CH3:33])=[N:20][N:21]2[C:26]([CH:27]([CH2:30][CH3:31])[CH2:28][CH3:29])=[CH:25][C:24]([CH3:32])=[N:23][C:22]=12. Procedure details: Under a nitrogen atmosphere, add n-butyl lithium (1.6 M in hexanes, 0.312 mL, 0.50 mmol) to a THF solution (2.5 mL) of 3-(2,4-dibromo-thiazol-5-yl)-7-(1-ethyl-propyl)-2,5-dimethyl-pyrazolo[1,5-a]pyrimidine (230 mg, 0.50 mmol) at −78° C. and stir for 30 min. Add a THF (0.5 mL) solution of N-formyl morpholine (58 mg, 0.50 mmol). Stir for one hour, then store the reaction at −20° C. overnight. Warm the reaction to room temperature, dilute with ether, and quench by adding 4 N HCl (4 mL). Separate an...